From a dataset of the Open Reaction Database (ORD), a public repository of structured organic reaction records. describe an organic reaction: reactants, conditions, products, and yield The reactants are CC(=NOCc1ccccc1)C(C)Nc1c(C)cccc1C, CCOC(C)=O, O=C(Cl)CCl, O, c1ccncc1. The product is CC(=NOCc1ccccc1)C(C)N(C(=O)CCl)c1c(C)cccc1C. Reaction SMILES: [CH2:1]([c:2]1[cH:3][cH:4][cH:5][cH:6][cH:7]1)[O:8][N:9]=[C:10]([CH3:11])[CH:12]([CH3:13])[NH:14][c:15]1[c:16]([CH3:22])[cH:17][cH:18][cH:19][c:20]1[CH3:21].[CH3:35][CH2:36][O:37][C:38](=[O:39])[CH3:40].[Cl:29][CH2:30][C:31](=[O:32])[Cl:33].[OH2:34].[cH:23]1[cH:24][cH:25][n:26][cH:27][cH:28]1>>[CH2:1]([c:2]1[cH:3][cH:4][cH:5][cH:6][cH:7]1)[O:8][N:9]=[C:10]([CH3:11])[CH:12]([CH3:13])[N:14]([c:15]1[c:16]([CH3:22])[cH:17][cH:18][cH:19][c:20]1[CH3:21])[C:31]([CH2:30][Cl:29])=[O:32]. Reactants: C1(=CC=CC=C1)OC(NC1=C(C(=NS1)OCC1=C(C(=C(C=C1F)Br)F)F)C(N)=O)=O ([3-(4-bromo-2,3,6-trifluoro-benzyloxy)-4-carbamoyl-isothiazol-5-yl]-carbamic acid phenyl ester), CN1CCN(CC1)CCCN (3-(4-methyl-piperazin-1-yl)-propylamine). Yields the product BrC1=C(C(=C(COC2=NSC(=C2C(=O)N)NC(=O)NCCCN2CCN(CC2)C)C(=C1)F)F)F (3-(4-Bromo-2,3,6-trifluoro-benzyloxy)-5-{3-[3-(4-methyl-piperazin-1-yl)-propyl]-ureido}-isothiazole-4-carboxylic Acid Amide). RXN SMILES: C1([O:7][C:8](=O)[NH:9][C:10]2[S:14][N:13]=[C:12]([O:15][CH2:16][C:17]3[C:22]([F:23])=[CH:21][C:20]([Br:24])=[C:19]([F:25])[C:18]=3[F:26])[C:11]=2[C:27](=[O:29])[NH2:28])C=CC=CC=1.[CH3:31][N:32]1[CH2:37][CH2:36][N:35]([CH2:38][CH2:39][CH2:40][NH2:41])[CH2:34][CH2:33]1>>[Br:24][C:20]1[CH:21]=[C:22]([F:23])[C:17]([CH2:16][O:15][C:12]2[C:11]([C:27]([NH2:28])=[O:29])=[C:10]([NH:9][C:8]([NH:41][CH2:40][CH2:39][CH2:38][N:35]3[CH2:34][CH2:33][N:32]([CH3:31])[CH2:37][CH2:36]3)=[O:7])[S:14][N:13]=2)=[C:18]([F:26])[C:19]=1[F:25]. Reported procedure: The title compound was prepared from [3-(4-bromo-2,3,6-trifluoro-benzyloxy)-4-carbamoyl-isothiazol-5-yl]-carbamic acid phenyl ester and 3-(4-methyl-piperazin-1-yl)-propylamine by the procedure analogous to Example 1. MS (APCl, m/z): 565 and 567 [M+H]+. The reactants are ClC1=NC(=NC(=N1)Cl)C1=CC=CC=C1 (2,4-dichloro-6-phenyl-1,3,5-triazine), C[Mg]Br.O1CCCC1 (methylmagnesium bromide tetrahydrofuran), O (water). Solvent: O1CCCC1 (tetrahydrofuran). Reaction conditions: time 2 hour. The product is ClC1=NC(=NC(=N1)C)C1=CC=CC=C1 (2-Chloro-4-methyl-6-phenyl-1,3,5-triazine). Reaction SMILES: [Cl:1][C:2]1[N:7]=[C:6](Cl)[N:5]=[C:4]([C:9]2[CH:14]=[CH:13][CH:12]=[CH:11][CH:10]=2)[N:3]=1.[CH3:15][Mg]Br.O1CCCC1.O>O1CCCC1>[Cl:1][C:2]1[N:7]=[C:6]([CH3:15])[N:5]=[C:4]([C:9]2[CH:14]=[CH:13][CH:12]=[CH:11][CH:10]=2)[N:3]=1 |f:1.2|. Procedure details: (Step 2) In 85 ml of dry tetrahydrofuran was dissolved 17 g of 2,4-dichloro-6-phenyl-1,3,5-triazine. To this solution on an ice-water bath was added 135 ml of 1M methylmagnesium bromide-tetrahydrofuran dropwise over about 30 minutes. After completion of dropwise addition, the mixture was stirred at room temperature for 2 hours. This reaction mixture was poured into iced water and extracted with ethyl acetate. The extract was washed with water, dried over MgSO4, and concentrated. The residue was ... The reactants are CC(=O)OC(C)=O, CN1CCN(c2c(F)cc3c(=O)c(C(=O)O)cn(-c4ccc(O)cc4)c3c2F)CC1, c1ccncc1. Product: CC(=O)Oc1ccc(-n2cc(C(=O)O)c(=O)c3cc(F)c(N4CCN(C)CC4)c(F)c32)cc1. As a reaction SMILES: [CH3:31][C:32](=[O:33])[O:34][C:35](=[O:36])[CH3:37].[F:1][c:2]1[cH:3][c:4]2[c:5](=[O:30])[c:6]([C:27](=[O:28])[OH:29])[cH:7][n:8](-[c:20]3[cH:21][cH:22][c:23]([OH:26])[cH:24][cH:25]3)[c:9]2[c:10]([F:19])[c:11]1[N:12]1[CH2:13][CH2:14][N:15]([CH3:18])[CH2:16][CH2:17]1.[cH:38]1[cH:39][cH:40][n:41][cH:42][cH:43]1>>[F:1][c:2]1[cH:3][c:4]2[c:5](=[O:30])[c:6]([C:27](=[O:28])[OH:29])[cH:7][n:8](-[c:20]3[cH:21][cH:22][c:23]([O:26][C:32]([CH3:31])=[O:33])[cH:24][cH:25]3)[c:9]2[c:10]([F:19])[c:11]1[N:12]1[CH2:13][CH2:14][N:15]([CH3:18])[CH2:16][CH2:17]1. Reactants: [Cl-].ClS(=O)(=O)CCC1=CC=[NH+]C=C1 (4-[2-(chlorosulfonyl)ethyl]pyridinium chloride), CCN(C(C)C)C(C)C (DIPEA), FC(C1=NC2=C(N1C1=NC(=NC(=N1)N1CCOCC1)N1CCNCC1)C=CC=C2OC)F (2-(difluoromethyl)-4-methoxy-1-[4-(4-morpholinyl)-6-(1-piperazinyl)-1,3,5-triazin-2-yl]-1H-benzimidazole), [Cl-].ClS(=O)(=O)CCC1=CC=[NH+]C=C1 (4-[2-(chlorosulfonyl)ethyl]pyridinium chloride), O (Water). Solvent: C(Cl)Cl (CH2Cl2). Conditions: time 3 hour. Product: FC(C1=NC2=C(N1C1=NC(=NC(=N1)N1CCOCC1)N1CCN(CC1)S(=O)(=O)CCC1=CC=NC=C1)C=CC=C2OC)F (2-(difluoromethyl)-4-methoxy-1-[4-(4-morpholinyl)-6-(4-{[2-(4-pyridinyl)ethyl]sulfonyl}-1-piperazinyl)-1,3,5-triazin-2-yl]-1H-benzimidazole). The yield is 64.8%. RXN SMILES: CCN(C(C)C)C(C)C.[F:10][CH:11]([F:41])[C:12]1[N:16]([C:17]2[N:22]=[C:21]([N:23]3[CH2:28][CH2:27][O:26][CH2:25][CH2:24]3)[N:20]=[C:19]([N:29]3[CH2:34][CH2:33][NH:32][CH2:31][CH2:30]3)[N:18]=2)[C:15]2[CH:35]=[CH:36][CH:37]=[C:38]([O:39][CH3:40])[C:14]=2[N:13]=1.[Cl-].Cl[S:44]([CH2:47][CH2:48][C:49]1[CH:54]=[CH:53][NH+:52]=[CH:51][CH:50]=1)(=[O:46])=[O:45].O>C(Cl)Cl>[F:41][CH:11]([F:10])[C:12]1[N:16]([C:17]2[N:22]=[C:21]([N:23]3[CH2:24][CH2:25][O:26][CH2:27][CH2:28]3)[N:20]=[C:19]([N:29]3[CH2:34][CH2:33][N:32]([S:44]([CH2:47][CH2:48][C:49]4[CH:50]=[CH:51][N:52]=[CH:53][CH:54]=4)(=[O:45])=[O:46])[CH2:31][CH2:30]3)[N:18]=2)[C:15]2[CH:35]=[CH:36][CH:37]=[C:38]([O:39][CH3:40])[C:14]=2[N:13]=1 |f:2.3|. Procedure: DIPEA (0.29 mL, 1.66 mmol) was added to a suspension of 2-(difluoromethyl)-4-methoxy-1-[4-(4-morpholinyl)-6-(1-piperazinyl)-1,3,5-triazin-2-yl]-1H-benzimidazole (Example 2) (150 mg, 0.336 mmol) and 4-[2-(chlorosulfonyl)ethyl]pyridinium chloride (122 mg, 0.504 mmol) in CH2Cl2 (10 mL) at room temperature under nitrogen, and the mixture was stirred for 3 hrs. Additional 4-[2-(chlorosulfonyl)ethyl]pyridinium chloride (41 mg, 0.169 mmol) was added and the mixture stirred for another 21 hrs. Water was... Starting materials: O (water), COCCC1(SCCCS1)C(=O)OC(C)(C)C (tert-Butyl 2-(2-methoxyethyl)-1,3-dithiane-2-carboxylate), BrN1C(CCC1=O)=O (N-bromosuccinimide). Run in CC(=O)C (acetone). Run at temperature -30 celsius, time 10 minute. Product: COCCC(C(=O)OC(C)(C)C)=O (tert-butyl 4-methoxy-2-oxobutanoate). Isolated yield 67.0%. RXN SMILES: [CH3:1][O:2][CH2:3][CH2:4][C:5]1([C:11]([O:13][C:14]([CH3:17])([CH3:16])[CH3:15])=[O:12])SCCCS1.O.BrN1C(=[O:25])CCC1=O>CC(C)=O>[CH3:1][O:2][CH2:3][CH2:4][C:5](=[O:25])[C:11]([O:13][C:14]([CH3:17])([CH3:16])[CH3:15])=[O:12]. Reported procedure: tert-Butyl 2-(2-methoxyethyl)-1,3-dithiane-2-carboxylate (1.68 g, 6.03 mmol) was dissolved in acetone (57 mL), and water (3.0 mL) was added. The flask was cooled in a cold bath at −30° C. Small aliquots of N-bromosuccinimide (10.68 g, 60 mmol) were added over 20 minutes. The reaction mixture was stirred at the same temperature for 10 minutes, and then quenched by adding an aqueous solution of sodium bicarbonate (5.05 g in 50 mL of water). Insoluble material was removed by filtration, and the sol... The reactants are Sc1cccc(Br)c1, O=C([O-])[O-], BrC1CCCCC1, [K+], [K+], CN(C)C=O. The product is Brc1cccc(SC2CCCCC2)c1. Reaction SMILES: [Br:1][c:2]1[cH:3][c:4]([SH:8])[cH:5][cH:6][cH:7]1.[C:16](=[O:17])([O-:18])[O-:19].[CH:9]1([Br:15])[CH2:10][CH2:11][CH2:12][CH2:13][CH2:14]1.[K+:20].[K+:21].[O:22]=[CH:23][N:24]([CH3:25])[CH3:26]>>[Br:1][c:2]1[cH:3][c:4]([S:8][CH:9]2[CH2:10][CH2:11][CH2:12][CH2:13][CH2:14]2)[cH:5][cH:6][cH:7]1. Reactants: C(CCCCCCC)C1=CC=C(C=NNC(=O)OC(C)(C)C)C=C1 (tert-Butyl 2-(4-octylbenzylidene)hydrazinecarboxylate), CC(=O)O (AcOH). The solvent is CCOCC (Et2O), C1CCOC1 (THF). Conditions: time 8 hour. Product: C(CCCCCCC)C1=CC=C(CNNC(=O)OC(C)(C)C)C=C1 (tert-Butyl 2-(4-octylbenzyl)hydrazinecarboxylate). Yield: 7.6%. Reaction SMILES: [CH2:1]([C:9]1[CH:24]=[CH:23][C:12]([CH:13]=[N:14][NH:15][C:16]([O:18][C:19]([CH3:22])([CH3:21])[CH3:20])=[O:17])=[CH:11][CH:10]=1)[CH2:2][CH2:3][CH2:4][CH2:5][CH2:6][CH2:7][CH3:8].CC(O)=O>C1COCC1.CCOCC>[CH2:1]([C:9]1[CH:24]=[CH:23][C:12]([CH2:13][NH:14][NH:15][C:16]([O:18][C:19]([CH3:22])([CH3:21])[CH3:20])=[O:17])=[CH:11][CH:10]=1)[CH2:2][CH2:3][CH2:4][CH2:5][CH2:6][CH2:7][CH3:8]. Procedure: To a solution of the product of Step A (0.13 g; 0.391 mmol) in anhydrous THF (1 ml) and glacial AcOH (0.6 ml) NaBH3CN (0.06 g; 0.95 mmol) was added at ˜0° C. (ice bath). The resulting mixture was stirred overnight at room temperature then diluted to 15 ml with Et2O. This was washed with 5% NaHCO3. H2O, brine, dried over anhydrous MgSO4 and filtered. The filtrate was evaporated under reduced pressure to give the title compound (0.01 g; 16%) as a colourless syrup, which was used in the next step w...